This data is from the Open Reaction Database (ORD), a public repository of structured organic reaction records. The task is: describe an organic reaction: reactants, conditions, products, and yield The reactants are CCO, Cl, CCOC(=O)C(=CCCC(F)(F)C(F)(F)F)CCCCCCCCCC1c2ccc(OCOC)cc2OCC1(C)c1ccc(OCOC)cc1, [K+], [OH-]. Product: COCOc1ccc(C2(C)COc3cc(OCOC)ccc3C2CCCCCCCCCC(=CCCC(F)(F)C(F)(F)F)C(=O)O)cc1. Reaction SMILES: [CH2:52]([OH:53])[CH3:54].[ClH:51].[F:1][C:2]([CH2:3][CH2:4][CH:5]=[C:6]([C:7](=[O:8])[O:9][CH2:10][CH3:11])[CH2:12][CH2:13][CH2:14][CH2:15][CH2:16][CH2:17][CH2:18][CH2:19][CH2:20][CH:21]1[C:22]([CH3:35])([c:36]2[cH:37][cH:38][c:39]([O:42][CH2:43][O:44][CH3:45])[cH:40][cH:41]2)[CH2:23][O:24][c:25]2[cH:26][c:27]([O:31][CH2:32][O:33][CH3:34])[cH:28][cH:29][c:30]21)([C:46]([F:47])([F:48])[F:49])[F:50].[K+:56].[OH-:55]>>[F:1][C:2]([CH2:3][CH2:4][CH:5]=[C:6]([C:7](=[O:8])[OH:9])[CH2:12][CH2:13][CH2:14][CH2:15][CH2:16][CH2:17][CH2:18][CH2:19][CH2:20][CH:21]1[C:22]([CH3:35])([c:36]2[cH:37][cH:38][c:39]([O:42][CH2:43][O:44][CH3:45])[cH:40][cH:41]2)[CH2:23][O:24][c:25]2[cH:26][c:27]([O:31][CH2:32][O:33][CH3:34])[cH:28][cH:29][c:30]21)([C:46]([F:47])([F:48])[F:49])[F:50]. Reactants: O (water), ClCCCS(=O)(=O)NCC(COC(NCCCCCCCCCCCCCCCCCC)=O)OC(NC)=O (3-(3-Chloropropylsulfonylamino)-2-methylcarbamoyloxy-1-octadecylcarbamoyloxypropane), e1, CN=C=O (methylisocyanate), CN(C=O)C (N,N-dimethylformamide). Run at time 1 hour. Product: ClCCCS(=O)(=O)NCC(COC(NCCCCCCCCCCCCCCCCCC)=O)NC(=O)NC (3-(3-chloropropylsulfonylamino)-2-(3-methylureido)-1-octadecylcarbamoyloxypropane). The yield is 88.0%. Reaction SMILES: [Cl:1][CH2:2][CH2:3][CH2:4][S:5]([NH:8][CH2:9][CH:10](OC(=O)NC)[CH2:11][O:12][C:13](=[O:33])[NH:14][CH2:15][CH2:16][CH2:17][CH2:18][CH2:19][CH2:20][CH2:21][CH2:22][CH2:23][CH2:24][CH2:25][CH2:26][CH2:27][CH2:28][CH2:29][CH2:30][CH2:31][CH3:32])(=[O:7])=[O:6].[CH3:39][N:40]=[C:41]=[O:42].O.C[N:45](C)C=O>>[Cl:1][CH2:2][CH2:3][CH2:4][S:5]([NH:8][CH2:9][CH:10]([NH:45][C:41]([NH:40][CH3:39])=[O:42])[CH2:11][O:12][C:13](=[O:33])[NH:14][CH2:15][CH2:16][CH2:17][CH2:18][CH2:19][CH2:20][CH2:21][CH2:22][CH2:23][CH2:24][CH2:25][CH2:26][CH2:27][CH2:28][CH2:29][CH2:30][CH2:31][CH3:32])(=[O:6])=[O:7]. Reported procedure: To a solution of 480 mg of the amine III e1' in 5 ml of N,N-dimethylformamide is added 0.2 ml of methylisocyanate. The mixture is stirred at room temperature for 1 h, poured to water and extracted with ethyl acetate. The extracts are dried over anhydrous sodium sulfate and concentrated under reduced pressure. The residue is subjected to flash chromatography on silica gel in chloroform:methanol (9:1) and recrystallized from ethyl acetate to give 469 mg (88.0% yield) of the titled compound. mp. 87... The reactants are C(\C=C\C(=O)O)(=O)O (fumaric acid), ClC1=CC(=C(C#N)C=C1)OC1=CC=CC=2C(CCCC12)=O (4-Chloro-2-(5-oxo-5,6,7,8-tetrahydronaphthalen-1-yloxy)benzonitrile), CN (methylamine), C(#N)[BH3-].[Na+] (sodium cyanoborohydride). Run in C(C)(=O)O.CO (acetic acid methanol). The product is C(\C=C\C(=O)O)(=O)O.ClC1=CC(=C(C#N)C=C1)OC1=CC=CC=2C(CCCC12)NC (4-chloro-2-(5-methylamino-5,6,7,8-tetrahydronaphthalen-1-yloxy)benzonitrile fumarate). Yield: 52.1%. RXN SMILES: [Cl:1][C:2]1[CH:9]=[CH:8][C:5]([C:6]#[N:7])=[C:4]([O:10][C:11]2[C:20]3[CH2:19][CH2:18][CH2:17][C:16](=O)[C:15]=3[CH:14]=[CH:13][CH:12]=2)[CH:3]=1.CN.[C:24]([BH3-])#[N:25].[Na+].[C:28]([OH:35])(=[O:34])/[CH:29]=[CH:30]/[C:31]([OH:33])=[O:32]>C(O)(=O)C.CO>[C:28]([OH:35])(=[O:34])/[CH:29]=[CH:30]/[C:31]([OH:33])=[O:32].[Cl:1][C:2]1[CH:9]=[CH:8][C:5]([C:6]#[N:7])=[C:4]([O:10][C:11]2[C:20]3[CH2:19][CH2:18][CH2:17][CH:16]([NH:25][CH3:24])[C:15]=3[CH:14]=[CH:13][CH:12]=2)[CH:3]=1 |f:2.3,5.6,7.8|. Procedure: 4-Chloro-2-(5-oxo-5,6,7,8-tetrahydronaphthalen-1-yloxy)benzonitrile (0.22 g, 0.74 mmol), methylamine (33% in ethanol, 0.7 mL, 5.6 mmol) and sodium cyanoborohydride (60 mg, 0.81 mmol) were stirred at ambient temperature in a 1% acetic acid/methanol solution (40 mL) for 6 days. The solvent was removed in vacuo. The residue was treated with 10% sodium carbonate solution and extracted with ethyl acetate. The ethyl acetate layer was separated and fumaric acid (70 mg, 0.60 mmol) was added. After the s... Reactants: C(OCC)([O-])=O (ethyl carbonate), C(C)(=O)O (acetic acid), [H-].[Na+] (sodium hydride), CN1N=C(C=2C(CCCC12)=O)C (1,5,6,7-tetrahydro-1,3-dimethyl-4H-indazole-4-one). Run in C(C)O (ethanol), O (water), C1=CC=CC=C1 (benzene). Reaction conditions: time 11 hour. Product: CN1N=C(C=2C(C(CCC12)C(=O)OCC)=O)C (Ethyl 4,5,6,7-tetrahydro-1,3-dimethyl-4-oxo-1H-indazole-5-carboxylate). Isolated yield 63.8%. As a reaction SMILES: [H-].[Na+].[CH3:3][N:4]1[C:12]2[CH2:11][CH2:10][CH2:9][C:8](=[O:13])[C:7]=2[C:6]([CH3:14])=[N:5]1.[C:15](=O)([O-:19])[O:16][CH2:17][CH3:18].C(O)(=O)C>C1C=CC=CC=1.O.C(O)C>[CH3:3][N:4]1[C:12]2[CH2:11][CH2:10][CH:9]([C:15]([O:16][CH2:17][CH3:18])=[O:19])[C:8](=[O:13])[C:7]=2[C:6]([CH3:14])=[N:5]1 |f:0.1|. Procedure details: A suspension of sodium hydride (14.6 g, 0.365 mol, 60% oil dispersion) in dry benzene at 5° to 10° C. is treated with 1,5,6,7-tetrahydro-1,3-dimethyl-4H-indazole-4-one (30.0 g, 0.183 mol). The reaction mixture is treated dropwise with ethyl carbonate (45.0 mL, 0.365 mol) and ethanol (1.0 mL) with cooling, stirred for 11 hours at reflux temperature, cooled to room temperature and treated with acetic acid (24.1 g, 0.400 mol) and water. The phases are separated, the organic phase is set aside and t...